describe an organic reaction: reactants, conditions, products, and yield From a dataset of the Open Reaction Database (ORD), a public repository of structured organic reaction records. Starting materials: C(CC)OC=1C(=CC=2C(CCC(C2C1)(C)C)(C)C)C(CC)=O (1-(3-n-propoxy5,5,8,8-tetramethyl-5,6,7,8-tetrahydronaphthalen-2-yl)propan-1-one), C(CC)OC=1C(=CC=2C(CCC(C2C1)(C)C)(C)C)C(CC)=O (1-(3-n-propoxy5,5,8,8-tetramethyl-5,6,7,8-tetrahydronaphthalen-2-yl)propan-1-one), CCOC(=O)C(F)P(=O)(OCC)OCC (Triethyl 2-fluoro-2-phosphonoacetate), C(C)(C)[N-]C(C)C.[Li+] (lithium diisopropylamide). Solvent: C1CCOC1 (THF), C1CCOC1 (THF). Conditions: temperature -78 celsius, time 2 hour. The product is C(CC)OC=1C(=CC=2C(CCC(C2C1)(C)C)(C)C)/C(=C(\C(=O)OCC)/F)/CC (Ethyl (E)-3-(3-n-propoxy-5,5,8,8-tetramethyl-5,6,7,8-tetrahydronaphthalen-2-yl)-2-fluoropent-2-enoate). RXN SMILES: [CH3:1][CH2:2][O:3][C:4]([CH:6](P(OCC)(OCC)=O)[F:7])=[O:5].C([N-]C(C)C)(C)C.[Li+].[CH2:24]([O:27][C:28]1[C:29]([C:42](=O)[CH2:43][CH3:44])=[CH:30][C:31]2[C:32]([CH3:41])([CH3:40])[CH2:33][CH2:34][C:35]([CH3:39])([CH3:38])[C:36]=2[CH:37]=1)[CH2:25][CH3:26]>C1COCC1>[CH2:24]([O:27][C:28]1[C:29](/[C:42](/[CH2:43][CH3:44])=[C:6](/[F:7])\[C:4]([O:3][CH2:2][CH3:1])=[O:5])=[CH:30][C:31]2[C:32]([CH3:41])([CH3:40])[CH2:33][CH2:34][C:35]([CH3:39])([CH3:38])[C:36]=2[CH:37]=1)[CH2:25][CH3:26] |f:1.2|. Procedure: Triethyl 2-fluoro-2-phosphonoacetate (5.72 mL, 28.1 mmol, was added to a stirring solution of lithium diisopropylamide (28.1 mmol) in THF (54 mL) at −78° C. under argon. The dry ice bath was removed for about ten minutes, and then the solution was cooled again to −78° C. A solution of 1-(3-n-propoxy5,5,8,8-tetramethyl-5,6,7,8-tetrahydronaphthalen-2-yl)propan-1-one (Intermediate 7, 2.70 g, 9.36 mmol) and THF. (10 mL) was added, and the solution was stirred at 0° C. for 2 h. The reaction was quenc... The reactants are ClC=1C=C(C=CC1F)N1N=C(C=C1C1=CC(=CC(=C1)C)F)C(=O)O (1-(3-Chloro-4-fluorophenyl)-5-(3-fluoro-5-methylphenyl)-1H-pyrazole-3-carboxylic acid), C(C)(C)N(C(C)C)CC (N,N-diisopropylethylamine), ClC=1C=C(C=CC1)N1N=C(C=C1C1=CC(=CC=C1)OCCO)C(=O)N1CNC(C1)=O (1-({1-(3-Chlorophenyl)-5-[3-(2-hydroxyethoxy)phenyl]-1H-pyrazol-3-yl}carbonyl)imidazolidin-4-one). Solvent: C(=O)O (formic acid). Product: ClC=1C=C(C=CC1F)N1N=C(C=C1C1=CC(=CC(=C1)C)F)C(=O)N1CNC(C1)=O (1-{[1-(3-Chloro-4-fluorophenyl)-5-(3-fluoro-5-methylphenyl)-1H-pyrazol-3-yl]carbonyl}imidazolidin-4-one). RXN SMILES: [Cl:1][C:2]1[CH:3]=[C:4]([N:9]2[C:13]([C:14]3[CH:19]=[C:18]([CH3:20])[CH:17]=[C:16]([F:21])[CH:15]=3)=[CH:12][C:11]([C:22]([OH:24])=O)=[N:10]2)[CH:5]=[CH:6][C:7]=1[F:8].C(N(CC)C(C)C)(C)C.ClC1C=C(N2C(C3C=CC=C(OCCO)C=3)=CC(C([N:58]3[CH2:62][C:61](=[O:63])[NH:60][CH2:59]3)=O)=N2)C=CC=1>C(O)=O>[Cl:1][C:2]1[CH:3]=[C:4]([N:9]2[C:13]([C:14]3[CH:19]=[C:18]([CH3:20])[CH:17]=[C:16]([F:21])[CH:15]=3)=[CH:12][C:11]([C:22]([N:58]3[CH2:62][C:61](=[O:63])[NH:60][CH2:59]3)=[O:24])=[N:10]2)[CH:5]=[CH:6][C:7]=1[F:8]. Procedure: The preparation of the title compound takes place starting from the compound of Example 106A using 3.2 equivalents of N,N-diisopropylethylamine and with the addition of 0.1% formic acid in the preparative HPLC in analogy to the synthesis of the compound of Example 23. 5 mg (6% of theory) of the title compound are obtained.